This data is from the Open Reaction Database (ORD), a public repository of structured organic reaction records. The task is: describe an organic reaction: reactants, conditions, products, and yield Starting materials: ClC1=CC=C(CNC(=O)C2=CN3C4=C(C=C(C=C4C2=O)CN2CCOCC2)OCC3)C=C1 (N-(4-Chlorobenzyl)-9-(4-morpholinylmethyl)-7-oxo-2,3-dihydro-7H-[1,4]oxazino[2,3,4-ij]quinoline-6-carboxamide), C[Si](C)(C)[N-][Si](C)(C)C.[K+] (KHMDS), COC=1C=CC(=CC1)P2(=S)SP(=S)(S2)C=3C=CC(=CC3)OC (Lawesson's reagent), C1(=CC=CC=C1)C (toluene). Run in ClC(C)Cl (dichloroethane), C(Cl)Cl (DCM). Product: ClC1=CC=C(CNC(=O)C2=CN3C4=C(C=C(C=C4C2=S)CN2CCOCC2)OCC3)C=C1 (N-(4-chlorobenzyl)-9-(4-morpholinylmethyl)-7-thioxo-2,3-dihydro-7H-[1,4]oxazino[2,3,4-ij]quinoline-6-carboxamide). Isolated yield 3.9%. Reaction SMILES: [Cl:1][C:2]1[CH:32]=[CH:31][C:5]([CH2:6][NH:7][C:8]([C:10]2[C:19](=O)[C:18]3[C:13]4=[C:14]([O:28][CH2:29][CH2:30][N:12]4[CH:11]=2)[CH:15]=[C:16]([CH2:21][N:22]2[CH2:27][CH2:26][O:25][CH2:24][CH2:23]2)[CH:17]=3)=[O:9])=[CH:4][CH:3]=1.C[Si]([N-][Si](C)(C)C)(C)C.[K+].COC1C=CC(P2(SP(C3C=CC(OC)=CC=3)(=S)S2)=[S:52])=CC=1.C1(C)C=CC=CC=1>ClC(Cl)C.C(Cl)Cl>[Cl:1][C:2]1[CH:32]=[CH:31][C:5]([CH2:6][NH:7][C:8]([C:10]2[C:19](=[S:52])[C:18]3[C:13]4=[C:14]([O:28][CH2:29][CH2:30][N:12]4[CH:11]=2)[CH:15]=[C:16]([CH2:21][N:22]2[CH2:27][CH2:26][O:25][CH2:24][CH2:23]2)[CH:17]=3)=[O:9])=[CH:4][CH:3]=1 |f:1.2|. Procedure details: A mixture of N-(4-Chlorobenzyl)-9-(4-morpholinylmethyl)-7-oxo-2,3-dihydro-7H-[1,4]oxazino[2,3,4-ij]quinoline-6-carboxamide (1.20 g, 2.64 mmol) of preparation 6 is dissolved in dichloroethane (160 mL) followed by the addition of KHMDS (0.5 M, 5.3 mL, 2.64 mmol, 1 equiv.). Then Lawesson's reagent (2.1 g, 5.28 mmol, 2.0 equiv) and toluene (160 mL) is added and the resulting mixture is heated at reflux for 24 h. The reaction is cooled to room temperature, diluted with DCM, washed with water, brine, ... Reactants: COS(=O)(=O)[O-].CC=1N=C2N(C=CC3=CC=CC=C23)C1C[N+](C)(C)C (2-methyl-3-trimethylammoniomethylimidazo[2,1-a]isoquinoline methylsulfate), N1C=NC=C1 (imidazole). Solvent: C(C)O (ethanol). Conditions: time 7 hour. The product is N1C(=NC=C1)CC1=C(N=C2N1C=CC1=CC=CC=C21)C (3-(1-imidazolylmethyl)-2methylimidazo[2,1-a]isoquinoline). Isolated yield 71.2%. RXN SMILES: COS([O-])(=O)=O.[CH3:7][C:8]1[N:9]=[C:10]2[C:19]3[C:14](=[CH:15][CH:16]=[CH:17][CH:18]=3)[CH:13]=[CH:12][N:11]2[C:20]=1[CH2:21][N+](C)(C)C.[NH:26]1[CH:30]=[CH:29][N:28]=[CH:27]1>C(O)C>[NH:26]1[CH:30]=[CH:29][N:28]=[C:27]1[CH2:21][C:20]1[N:11]2[CH:12]=[CH:13][C:14]3[C:19]([C:10]2=[N:9][C:8]=1[CH3:7])=[CH:18][CH:17]=[CH:16][CH:15]=3 |f:0.1|. Procedure details: A mixture of 2-methyl-3-trimethylammoniomethylimidazo[2,1-a]isoquinoline methylsulfate (4.5 g) and imidazole (2.02 g) in ethanol (45 ml) was refluxed with stirring for 7 hours and evaporated in vacuo. To the residue was added water and the resulting precipitates were collected by filtration and recrystallized from a mixture of ethyl acetate and n-hexane to give 3-(1-imidazolylmethyl)-2methylimidazo[2,1-a]isoquinoline (2.3 g). The reactants are CC1=NN2C(N=CC(=C2C2=CC=C(OCC3=NC4=CC=CC=C4C=C3)C=C2)C2=CC=NC=C2)=C1 (2-[4-(2-Methyl-6-pyridin-4-yl-pyrazolo[1,5-a]pyrimidin-7-yl)-phenoxymethyl]-quinoline), CC=1N=C(NN1)N (5-Methyl-2H-[1,2,4]-triazol-3ylamine). The product is CC1=NN2C(N=CC(=C2C2=CC=C(OCC3=NC4=CC=CC=C4C=C3)C=C2)C2=CC=NC=C2)=N1 (2-[4-(2-Methyl-6-pyridin-4-yl-[1,2,4]triazolo[1.5-a]pyrimidin-7-yl)-phenoxymethyl]-quinoline). As a reaction SMILES: C[C:2]1[CH:34]=[C:5]2[N:6]=[CH:7][C:8]([C:28]3[CH:33]=[CH:32][N:31]=[CH:30][CH:29]=3)=[C:9]([C:10]3[CH:27]=[CH:26][C:13]([O:14][CH2:15][C:16]4[CH:25]=[CH:24][C:23]5[C:18](=[CH:19][CH:20]=[CH:21][CH:22]=5)[N:17]=4)=[CH:12][CH:11]=3)[N:4]2[N:3]=1.CC1[N:37]=C(N)NN=1>>[CH3:34][C:2]1[N:37]=[C:5]2[N:6]=[CH:7][C:8]([C:28]3[CH:29]=[CH:30][N:31]=[CH:32][CH:33]=3)=[C:9]([C:10]3[CH:27]=[CH:26][C:13]([O:14][CH2:15][C:16]4[CH:25]=[CH:24][C:23]5[C:18](=[CH:19][CH:20]=[CH:21][CH:22]=5)[N:17]=4)=[CH:12][CH:11]=3)[N:4]2[N:3]=1. Procedure details: Following the procedure for the preparation of 2-[4-(2-Methyl-6-pyridin-4-yl-pyrazolo[1,5-a]pyrimidin-7-yl)-phenoxymethyl]-quinoline but substituting 5-Methyl-2H-[1,2,4]-triazol-3ylamine provided the title compound. 1H NMR (400 MHz, CDCl3) δ 8.75 (s, 1H), 8.55 (m, 2H), 8.21(d, J=8.3 Hz, 1 H), 8.06 (d, J=7.5 Hz, 1H), 7.84 (d, J=7.1 Hz, 1H), 7.73 (m, 1H), 7.64 (d, J=8.3 Hz, 1 H), 7.55 (m, 1H), 7.42 (d, J=8.7, 2H), 7.08 (m, 4H), 5.39 (s, 2H) 2.60 (s, 3H); MS: (M+H m/z=445.2). Starting materials: C1(=CC=CC=C1)CCC(=O)O (3-phenylpropionic acid), N1(C=NC=C1)CCCN (1H-imidazole-1-propanamine), C(=O)(N1C=NC=C1)N1C=NC=C1 (1,1'-carbonyldiimidazole), O1CCCC1 (tetrahydrofuran). Solvent: O (water). Reaction conditions: time 18 hour. The product is N1(C=NC=C1)CCCNC(CCC1=CC=CC=C1)=O (N-[3-(1H-imidazol-1-yl)propyl]benzenepropanamide). RXN SMILES: [C:1]1([CH2:7][CH2:8][C:9]([OH:11])=O)[CH:6]=[CH:5][CH:4]=[CH:3][CH:2]=1.C(N1C=CN=C1)(N1C=CN=C1)=O.O1CCCC1.[N:29]1([CH2:34][CH2:35][CH2:36][NH2:37])[CH:33]=[CH:32][N:31]=[CH:30]1>O>[N:29]1([CH2:34][CH2:35][CH2:36][NH:37][C:9](=[O:11])[CH2:8][CH2:7][C:1]2[CH:2]=[CH:3][CH:4]=[CH:5][CH:6]=2)[CH:33]=[CH:32][N:31]=[CH:30]1. Reported procedure: A mixture of 1.50 g. of 3-phenylpropionic acid, 1.62 g. of 1,1'-carbonyldiimidazole, and 40 ml. of tetrahydrofuran was stirred for 3 hours and 2.0 g. of 1H-imidazole-1-propanamine was added. The mixture was stirred for 18 hours, 5 ml. of water was added, and the reaction mixture was heated at reflux temperature for 30 minutes. The mixture was concentrated and 10 ml. 1N sodium hydroxide and 100 ml. of methylene chloride were added. The layers were separated and the organic layer was washed with w...